This data is from the Open Reaction Database (ORD), a public repository of structured organic reaction records. The task is: describe an organic reaction: reactants, conditions, products, and yield Starting materials: ClC=1C=C(C=CC1Cl)C(CN(C(C1=CC=CC=C1)=O)C)CCOC1OCCCC1 (N-[2-(3,4-dichlorophenyl)-4-(tetrahydropyran-2-yloxy)butyl]-N-methylbenzamide), Cl (hydrochloric acid), [OH-].[Na+] (sodium hydroxide). Run in O (water), O1CCCC1 (tetrahydrofuran). Run at time 8 hour. Yields the product ClC=1C=C(C=CC1Cl)C(CN(C(C1=CC=CC=C1)=O)C)CCO (N-[2-(3,4-Dichlorophenyl)-4-hydroxybutyl]-N-methylbenzamide). Isolated yield 99.1%. As a reaction SMILES: [Cl:1][C:2]1[CH:3]=[C:4]([CH:9]([CH2:21][CH2:22][O:23]C2CCCCO2)[CH2:10][N:11]([CH3:20])[C:12](=[O:19])[C:13]2[CH:18]=[CH:17][CH:16]=[CH:15][CH:14]=2)[CH:5]=[CH:6][C:7]=1[Cl:8].Cl.[OH-].[Na+]>O1CCCC1.O>[Cl:1][C:2]1[CH:3]=[C:4]([CH:9]([CH2:21][CH2:22][OH:23])[CH2:10][N:11]([CH3:20])[C:12](=[O:19])[C:13]2[CH:14]=[CH:15][CH:16]=[CH:17][CH:18]=2)[CH:5]=[CH:6][C:7]=1[Cl:8] |f:2.3|. Reported procedure: To a solution of N-[2-(3,4-dichlorophenyl)-4-(tetrahydropyran-2-yloxy)butyl]-N-methylbenzamide (10.5 g) in tetrahydrofuran (100 mL) was added 6N hydrochloric acid (50 mL), and the resulting solution was allowed to stir overnight. The mixture was neutralized with 10N sodium hydroxide, diluted with water, and extracted with dichloromethane. The organic layer was dried and evaporated. The resulting yellow solid was suspended in ether and filtered to give the alcohol as a white solid (8.4 g); MS: m/... Reactants: [Li]C(C)(C)C, CN(C)C=O, Brc1ccc(C2CC2)cc1, [Cl-], [NH4+], C1CCOC1. Yields the product O=Cc1ccc(C2CC2)cc1. RXN SMILES: [C:11]([Li:12])([CH3:13])([CH3:14])[CH3:15].[CH3:16][N:17]([CH:18]=[O:19])[CH3:20].[CH:1]1([c:4]2[cH:5][cH:6][c:7]([Br:10])[cH:8][cH:9]2)[CH2:2][CH2:3]1.[Cl-:21].[NH4+:22].[O:23]1[CH2:24][CH2:25][CH2:26][CH2:27]1>>[CH:1]1([c:4]2[cH:5][cH:6][c:7]([CH:18]=[O:19])[cH:8][cH:9]2)[CH2:2][CH2:3]1. Reactants: ClC1=CC2=C(N=C(S2)N2[C@@H](CCCC2)C(=O)OCC)C=C1 (ethyl (2S)-1-(6-chloro-1,3-benzothiazol-2-yl)-2-piperidinecarboxylate), [OH-].[Li+] (lithium hydroxide). The product is title compound, ClC1=CC2=C(N=C(S2)N2[C@@H](CCCC2)C(=O)O)C=C1 ((2S)-1-(6-chloro-1,3-benzothiazol-2-yl)-2-piperidinecarboxylic acid). Reaction SMILES: [Cl:1][C:2]1[CH:21]=[CH:20][C:5]2[N:6]=[C:7]([N:9]3[CH2:14][CH2:13][CH2:12][CH2:11][C@H:10]3[C:15]([O:17]CC)=[O:16])[S:8][C:4]=2[CH:3]=1.[OH-].[Li+]>>[Cl:1][C:2]1[CH:21]=[CH:20][C:5]2[N:6]=[C:7]([N:9]3[CH2:14][CH2:13][CH2:12][CH2:11][C@H:10]3[C:15]([OH:17])=[O:16])[S:8][C:4]=2[CH:3]=1 |f:1.2|. Procedure details: The title compound was prepared by a similar method to Preparation 3 from ethyl (2S)-1-(6-chloro-1,3-benzothiazol-2-yl)-2-piperidinecarboxylate [see Preparation 44] and 1N aqueous lithium hydroxide solution to afford (2S)-1-(6-chloro-1,3-benzothiazol-2-yl)-2-piperidinecarboxylic acid as a solid. Product: FC(C(=O)O)(F)F.N1(C=NC2=C1C=CC=C2)C2CCNCC2 (4-(1H-Benzimidazol-1-yl)Piperidine Trifluoroacetate). Procedure details: 1-(tert-Butoxycarbonyl)-4-(1H-benzimidazol-1-yl)piperidine (192 mg) was dissolved in dichloromethane (1.9 ml), added with trifluoroacetic acid (1.9 ml) and stirred at room temperature for 1 hour. The solvent was evaporated under reduced pressure and added with diisopropyl ether, and then the produced crystals were collected by filtration to obtain 200 mg of the title compound. Yield: 100%. The solvent is ClCCl (dichloromethane). Reactants: C(C)(C)(C)OC(=O)N1CCC(CC1)N1C=NC2=C1C=CC=C2 (1-(tert-Butoxycarbonyl)-4-(1H-benzimidazol-1-yl)piperidine), FC(C(=O)O)(F)F (trifluoroacetic acid). RXN SMILES: C(OC([N:8]1[CH2:13][CH2:12][CH:11]([N:14]2[C:18]3[CH:19]=[CH:20][CH:21]=[CH:22][C:17]=3[N:16]=[CH:15]2)[CH2:10][CH2:9]1)=O)(C)(C)C.[F:23][C:24]([F:29])([F:28])[C:25]([OH:27])=[O:26]>ClCCl>[F:23][C:24]([F:29])([F:28])[C:25]([OH:27])=[O:26].[N:14]1([CH:11]2[CH2:12][CH2:13][NH:8][CH2:9][CH2:10]2)[C:18]2[CH:19]=[CH:20][CH:21]=[CH:22][C:17]=2[N:16]=[CH:15]1 |f:3.4|. Isolated yield 100.0%. Run at time 1 hour. Reactants: CCC(CC)c1cc(C)nn2c(-c3sc(N4CCC5(CC4)OCCO5)nc3C)c(C)nc12, Cl, [Na+], O=C([O-])O. The product is CCC(CC)c1cc(C)nn2c(-c3sc(N4CCC(=O)CC4)nc3C)c(C)nc12. Reaction SMILES: [CH2:1]([CH3:2])[CH:3]([CH2:4][CH3:5])[c:6]1[c:7]2[n:8]([n:9][c:10]([CH3:12])[cH:11]1)[c:13](-[c:17]1[c:18]([CH3:32])[n:19][c:20]([N:22]3[CH2:23][CH2:24][C:25]4([O:26][CH2:29][CH2:28][O:27]4)[CH2:30][CH2:31]3)[s:21]1)[c:14]([CH3:16])[n:15]2.[ClH:33].[Na+:38].[O-:34][C:35]([OH:36])=[O:37]>>[CH2:1]([CH3:2])[CH:3]([CH2:4][CH3:5])[c:6]1[c:7]2[n:8]([n:9][c:10]([CH3:12])[cH:11]1)[c:13](-[c:17]1[c:18]([CH3:32])[n:19][c:20]([N:22]3[CH2:23][CH2:24][C:25](=[O:26])[CH2:30][CH2:31]3)[s:21]1)[c:14]([CH3:16])[n:15]2. Starting materials: saturated solution, C(\C=C\C(=O)O)(=O)O (fumaric acid), [OH-].[Na+] (sodium hydroxide), CC1CC=2C=CN(C2C2=C1C=CC=C2)CCNC(C)=O (N-[2-(4,5-Dihydro-5-methyl-1H-benzo[g]indol-1-yl)ethyl]acetamide), P(=O)(Cl)(Cl)Cl (phosphorus oxychloride), ice water. Solvent: C(C)O (ethanol). Reaction conditions: temperature 100 celsius, time 30 minute. Product: C(\C=C\C(=O)O)(=O)O.CC1CC=2C=C3N(C2C2=C1C=CC=C2)CCN=C3C (5,6,10,11-tetrahydro-5,8-dimethylbenzo[g]pyrazino[1,2-a]indole fumarate). The yield is 43.0%. RXN SMILES: [CH3:1][CH:2]1[C:10]2[CH:11]=[CH:12][CH:13]=[CH:14][C:9]=2[C:8]2[N:7]([CH2:15][CH2:16][NH:17][C:18](=O)[CH3:19])[CH:6]=[CH:5][C:4]=2[CH2:3]1.P(Cl)(Cl)(Cl)=O.[OH-].[Na+].[C:28]([OH:35])(=[O:34])/[CH:29]=[CH:30]/[C:31]([OH:33])=[O:32]>C(O)C>[C:28]([OH:35])(=[O:34])/[CH:29]=[CH:30]/[C:31]([OH:33])=[O:32].[CH3:1][CH:2]1[C:10]2[CH:11]=[CH:12][CH:13]=[CH:14][C:9]=2[C:8]2[N:7]3[CH2:15][CH2:16][N:17]=[C:18]([CH3:19])[C:6]3=[CH:5][C:4]=2[CH2:3]1 |f:2.3,6.7|. Procedure: N-[2-(4,5-Dihydro-5-methyl-1H-benzo[g]indol-1-yl)ethyl]acetamide (5.0 g) was treated with 20 ml of phosphorus oxychloride under argon and the mixture was stirred at 100° C. for 30 minutes. The cooled mixture was added to 2000 ml of ice-water and treated with 200 ml of 28% sodium hydroxide solution. The mixture was extracted once with 300 ml of methylene chloride and twice with 100 ml of methylene chloride each time, the organic phases were combined, dried with MgSO4 and freed from solvent. 4.6 g... Reactants: C=CC(=O)OCC, Brc1ccc(Cc2ccccc2)cc1, CC(=O)[O-], CC(=O)[O-], [Pd+2], c1ccc(P(c2ccccc2)c2ccccc2)cc1. Yields the product CCOC(=O)C=Cc1ccc(Cc2ccccc2)cc1. RXN SMILES: [C:34]([CH:35]=[CH2:36])(=[O:37])[O:38][CH2:39][CH3:40].[CH2:1]([c:2]1[cH:3][cH:4][cH:5][cH:6][cH:7]1)[c:8]1[cH:9][cH:10][c:11]([Br:14])[cH:12][cH:13]1.[O-:42][C:43]([CH3:44])=[O:45].[O-:46][C:47]([CH3:48])=[O:49].[Pd+2:41].[c:15]1([P:16]([c:17]2[cH:18][cH:19][cH:20][cH:21][cH:22]2)[c:23]2[cH:24][cH:25][cH:26][cH:27][cH:28]2)[cH:29][cH:30][cH:31][cH:32][cH:33]1>>[CH2:1]([c:2]1[cH:3][cH:4][cH:5][cH:6][cH:7]1)[c:8]1[cH:9][cH:10][c:11]([CH:36]=[CH:35][C:34](=[O:37])[O:38][CH2:39][CH3:40])[cH:12][cH:13]1.